This data is from the Open Reaction Database (ORD), a public repository of structured organic reaction records. The task is: describe an organic reaction: reactants, conditions, products, and yield Reactants: CCCCCCC(CCC)C(N)=O, CCCCCCC, CC(=O)O, Cl. Product: CCCCCCC(CCC)C(=O)O. Reaction SMILES: [CH2:6]([CH2:7][CH3:8])[CH:9]([C:10](=[O:11])[NH2:12])[CH2:13][CH2:14][CH2:15][CH2:16][CH2:17][CH3:18].[CH3:19][CH2:20][CH2:21][CH2:22][CH2:23][CH2:24][CH3:25].[CH3:1][C:2]([OH:3])=[O:4].[ClH:5]>>[OH:3][C:10]([CH:9]([CH2:6][CH2:7][CH3:8])[CH2:13][CH2:14][CH2:15][CH2:16][CH2:17][CH3:18])=[O:11]. Starting materials: COC(=O)C(C)(C)CO, CN(C)c1ccncc1, Cc1ccccc1, Cc1ccc(S(=O)(=O)Cl)cc1, c1ccncc1. Yields the product COC(=O)C(C)(C)COS(=O)(=O)c1ccc(C)cc1. As a reaction SMILES: [CH3:1][C:2]([C:3](=[O:4])[O:5][CH3:6])([CH2:7][OH:8])[CH3:9].[CH3:27][N:28]([CH3:29])[c:30]1[cH:31][cH:32][n:33][cH:34][cH:35]1.[CH3:36][c:37]1[cH:38][cH:39][cH:40][cH:41][cH:42]1.[c:10]1([CH3:20])[cH:11][cH:12][c:13]([S:16](=[O:17])(=[O:18])[Cl:19])[cH:14][cH:15]1.[cH:21]1[cH:22][cH:23][n:24][cH:25][cH:26]1>>[CH3:1][C:2]([C:3](=[O:4])[O:5][CH3:6])([CH2:7][O:8][S:16]([c:13]1[cH:12][cH:11][c:10]([CH3:20])[cH:15][cH:14]1)(=[O:17])=[O:18])[CH3:9]. Reactants: ClCCCN1C(N(C2=C1C=CC(=C2)C)C(=C)C)=O (1-(3-chloropropyl)-1,3-dihydro-5-methyl-3-(1-methylethenyl)-2H-benzimidazol-2-one), N1CCC(CC1)N1C(NC2=C1C=CC=C2)=O (1,3-dihydro-1-(4-piperidinyl)-2H-benzimidazol-2-one), C([O-])([O-])=O.[Na+].[Na+] (sodium carbonate), CC(CC(C)=O)C (4-methyl-2-pentanone). Run in O (water), O (water). Yields the product O=C1NC2=C(N1C1CCN(CC1)CCCN1C(N(C3=C1C=CC(=C3)C)C(=C)C)=O)C=CC=C2 (1-{3-[4-(2,3-dihydro-2-oxo-1H-benzimidazol-1-yl)-1-piperidinyl]propyl}-1,3-dihydro-5-methyl-3-(1-methylethenyl)-2H-benzimidazol-2-one). The yield is 67.0%. RXN SMILES: Cl[CH2:2][CH2:3][CH2:4][N:5]1[C:9]2[CH:10]=[CH:11][C:12]([CH3:14])=[CH:13][C:8]=2[N:7]([C:15]([CH3:17])=[CH2:16])[C:6]1=[O:18].[NH:19]1[CH2:24][CH2:23][CH:22]([N:25]2[C:29]3[CH:30]=[CH:31][CH:32]=[CH:33][C:28]=3[NH:27][C:26]2=[O:34])[CH2:21][CH2:20]1.C(=O)([O-])[O-].[Na+].[Na+].CC(C)CC(=O)C>O>[O:34]=[C:26]1[N:25]([CH:22]2[CH2:21][CH2:20][N:19]([CH2:2][CH2:3][CH2:4][N:5]3[C:9]4[CH:10]=[CH:11][C:12]([CH3:14])=[CH:13][C:8]=4[N:7]([C:15]([CH3:17])=[CH2:16])[C:6]3=[O:18])[CH2:24][CH2:23]2)[C:29]2[CH:30]=[CH:31][CH:32]=[CH:33][C:28]=2[NH:27]1 |f:2.3.4|. Procedure: A mixture of 5.3 parts of 1-(3-chloropropyl)-1,3-dihydro-5-methyl-3-(1-methylethenyl)-2H-benzimidazol-2-one, 4.3 parts of 1,3-dihydro-1-(4-piperidinyl)-2H-benzimidazol-2-one, 6.4 parts of sodium carbonate and 200 parts of 4-methyl-2-pentanone is stirred and refluxed overnight with water-separator. After cooling, water is added and the layers are separated. The 4-methyl-2-pentanone-phase is dried, filtered and evaporated. The oily residue is purified by column-chromatography over silica gel using... Procedure: LIHMDS (3.6 eq) was added to ethyl [5-(4-methylpiperazin-1-yl)-1H-benzimidazol-2-yl]acetate (1.0 eq) and 3-aminopyridine4-carbonitrile (1.0 eq) in THF at 0° C. The reaction was stirred overnight. The resulting mixture was quenched with an aqueous saturated NH4Cl solution and extracted with EtOAc. The combined organic layers were washed with H2O and brine, dried over Na2SO4, filtered, and concentrated in vacuo to yield a green solid. The crude material was washed successively with CH2Cl2 and MeOH... The reactants are CN1CCN(CC1)C1=CC2=C(NC(=N2)CC(=O)OCC)C=C1 (ethyl [5-(4-methylpiperazin-1-yl)-1H-benzimidazol-2-yl]acetate), NC=1C=NC=CC1C#N (3-aminopyridine4-carbonitrile). Yields the product NC1=C(C(NC2=CN=CC=C12)=O)C1=NC2=C(N1)C=CC(=C2)N2CCN(CC2)C (4-Amino-3-[5-(4-methylpiperazin-1-yl)-1 H-benzimidazol-2-yl]-1,7-naphthyridin-2(1H)-one). Solvent: C1CCOC1 (THF). Run at time 8 hour. Reaction SMILES: [CH3:1][N:2]1[CH2:7][CH2:6][N:5]([C:8]2[CH:22]=[CH:21][C:11]3[NH:12][C:13]([CH2:15][C:16]([O:18]CC)=O)=[N:14][C:10]=3[CH:9]=2)[CH2:4][CH2:3]1.[NH2:23][C:24]1[CH:25]=[N:26][CH:27]=[CH:28][C:29]=1[C:30]#[N:31]>C1COCC1>[NH2:31][C:30]1[C:29]2[C:24](=[CH:25][N:26]=[CH:27][CH:28]=2)[NH:23][C:16](=[O:18])[C:15]=1[C:13]1[NH:12][C:11]2[CH:21]=[CH:22][C:8]([N:5]3[CH2:4][CH2:3][N:2]([CH3:1])[CH2:7][CH2:6]3)=[CH:9][C:10]=2[N:14]=1. The reactants are C(#C)C=1C=NN2C1N=C(C=C2C)C2=CC=C(C=C2)C(F)(F)F (3-ethynyl-7-methyl-5-(4-trifluoromethyl-phenyl)-pyrazolo[1,5-a]pyrimidine), OCCNS(=O)(=O)C=1SC(=CC1)Br (5-Bromo-thiophene-2-sulfonic acid (2-hydroxy-ethyl)-amide). Yields the product OCCNS(=O)(=O)C=1SC(=CC1)C#CC=1C=NN2C1N=C(C=C2C)C2=CC=C(C=C2)C(F)(F)F (5-[7-Methyl-5-(4-trifluoromethyl-phenyl)-pyrazolo[1,5-a]pyrimidin-3-ylethynyl]-thiophene-2-sulfonic acid (2-hydroxy-ethyl)-amide), solid. Yield: 68.0%. RXN SMILES: [C:1]([C:3]1[CH:4]=[N:5][N:6]2[C:11]([CH3:12])=[CH:10][C:9]([C:13]3[CH:18]=[CH:17][C:16]([C:19]([F:22])([F:21])[F:20])=[CH:15][CH:14]=3)=[N:8][C:7]=12)#[CH:2].[OH:23][CH2:24][CH2:25][NH:26][S:27]([C:30]1[S:31][C:32](Br)=[CH:33][CH:34]=1)(=[O:29])=[O:28]>>[OH:23][CH2:24][CH2:25][NH:26][S:27]([C:30]1[S:31][C:32]([C:2]#[C:1][C:3]2[CH:4]=[N:5][N:6]3[C:11]([CH3:12])=[CH:10][C:9]([C:13]4[CH:18]=[CH:17][C:16]([C:19]([F:21])([F:22])[F:20])=[CH:15][CH:14]=4)=[N:8][C:7]=23)=[CH:33][CH:34]=1)(=[O:29])=[O:28]. Procedure details: The title compound was prepared from 3-ethynyl-7-methyl-5-(4-trifluoromethyl-phenyl)-pyrazolo[1,5-a]pyrimidine (example C.12) (75 mg, 0.25 mmol) and 5-bromo-thiophene-2-sulfonic acid (2-hydroxy-ethyl)-amide (example B.59) according to general procedure II. Obtained as a yellow solid (87 mg, 68%). MS (ISP) 503.3 [(M+H)+]; mp 162-164° C. Reactants: C(CCCCCCCCC)C=1NC2=CC(=CC=C2C1)C(=O)O (2-(n-decyl)indole-6-carboxylic acid), Cl(=O)(=O)(=O)O (perchloric acid), [H][H] (hydrogen). The reagents and catalysts are [Pd] (palladium on charcoal). Run in C(C)(=O)O (acetic acid). Yields the product C(CCCCCCCCC)C1NC2=CC(=CC=C2C1)C(=O)O ((RS)-2-(n-decyl)indoline-6-carboxylic acid). Yield: 75.3%. Reaction SMILES: [CH2:1]([C:11]1[NH:12][C:13]2[C:18]([CH:19]=1)=[CH:17][CH:16]=[C:15]([C:20]([OH:22])=[O:21])[CH:14]=2)[CH2:2][CH2:3][CH2:4][CH2:5][CH2:6][CH2:7][CH2:8][CH2:9][CH3:10].Cl(O)(=O)(=O)=O.[H][H]>[Pd].C(O)(=O)C>[CH2:1]([CH:11]1[CH2:19][C:18]2[C:13](=[CH:14][C:15]([C:20]([OH:22])=[O:21])=[CH:16][CH:17]=2)[NH:12]1)[CH2:2][CH2:3][CH2:4][CH2:5][CH2:6][CH2:7][CH2:8][CH2:9][CH3:10]. Procedure details: A mixture of 2-(n-decyl)indole-6-carboxylic acid (62.5 g), perchloric acid (40 ml of strength 70% w/v) and glacial acetic acid (400 ml) were hydrogenated over palladium on charcoal (5% w/w, 8.0 g) at 80°-90° C. and atmospheric pressure. When hydrogen uptake had ceased (after 4 hours) the hot mixture was filtered and the residue was washed with hot (80° C.) glacial acetic acid (500 ml). The combined filtrates were concentrated in vacuo to 450 ml and were poured onto ice (1000 g). The mixture was ... Starting materials: [N+](=O)([O-])C1=CC=C(CCO)C=C1 (4-nitrophenethyl alcohol), C(C)(C)(C)[Si](C1=CC=CC=C1)(C1=CC=CC=C1)Cl (tert-butylchlorodiphenylsilane), N1C=NC=C1 (imidazole), N,N-dimethylaminopyridine. Solvent: CN(C=O)C (dimethylformamide). Reaction conditions: time 3 hour. The product is [Si](C1=CC=CC=C1)(C1=CC=CC=C1)(C(C)(C)C)OCCC1=CC=C(C=C1)[N+](=O)[O-] (4-[2-(tert-butyldiphenylsilyloxy) ethyl]nitrobenzene). Isolated yield 89.9%. RXN SMILES: [N+:1]([C:4]1[CH:12]=[CH:11][C:7]([CH2:8][CH2:9][OH:10])=[CH:6][CH:5]=1)([O-:3])=[O:2].[C:13]([Si:17](Cl)([C:24]1[CH:29]=[CH:28][CH:27]=[CH:26][CH:25]=1)[C:18]1[CH:23]=[CH:22][CH:21]=[CH:20][CH:19]=1)([CH3:16])([CH3:15])[CH3:14].N1C=CN=C1>CN(C)C=O>[Si:17]([O:10][CH2:9][CH2:8][C:7]1[CH:6]=[CH:5][C:4]([N+:1]([O-:3])=[O:2])=[CH:12][CH:11]=1)([C:13]([CH3:16])([CH3:15])[CH3:14])([C:24]1[CH:25]=[CH:26][CH:27]=[CH:28][CH:29]=1)[C:18]1[CH:23]=[CH:22][CH:21]=[CH:20][CH:19]=1. Procedure details: A solution containing 3 g (18 mmol) of 4-nitrophenethyl alcohol, 5.2 ml (20 mmol) of tert-butylchlorodiphenylsilane, 3.05 g (45 mmol) of imidazole and 438 mg (3.5 mmol) of N,N-dimethylaminopyridine in dimethylformamide (20 ml) was stirred under a nitrogen atmosphere at room temperature for 3 hours. The solvent was evaporated and the residue partitioned between ethyl acetate (40 ml) and 2M hydrochloric acid (40 ml). The ethyl acetate layer was separated, washed with saturated aqueous sodium bicar... The reactants are COC1=CC=C(CN2C(C3=CN=CC=C3CC2)=O)C=C1 (2-(4-methoxy-benzyl)-3,4-dihydro-2H-[2,7]naphtyridine-1-on), O.C1(=CC=C(C=C1)S(=O)(=O)O)C (p-toluene sulfonic acid monohydrate), C([O-])([O-])=O.[Na+].[Na+] (sodium carbonate). Run in C1(=CC=CC=C1)C (toluene). Reaction conditions: temperature 0 celsius. Yields the product C1(NCCC2=CC=NC=C12)=O (3,4-dihydro-2H-[2,7]naphtyridine-1-on). RXN SMILES: COC1C=CC(C[N:8]2[CH2:17][CH2:16][C:15]3[C:10](=[CH:11][N:12]=[CH:13][CH:14]=3)[C:9]2=[O:18])=CC=1.O.C1(C)C=CC(S(O)(=O)=O)=CC=1.C(=O)([O-])[O-].[Na+].[Na+]>C1(C)C=CC=CC=1>[C:9]1(=[O:18])[C:10]2[C:15](=[CH:14][CH:13]=[N:12][CH:11]=2)[CH2:16][CH2:17][NH:8]1 |f:1.2,3.4.5|. Procedure details: 2-(4-methoxy-benzyl)-3,4-dihydro-2H-[2,7]naphtyridine-1-on (1.63 g, 6.075 mmol) was suspended in 30 mL of anhydrous toluene, added with p-toluene sulfonic acid monohydrate (4.62 g, 24.30 mmol) and heated to reflux for about 6 hours under the nitrogen atmosphere. The mixture, while being stirred at 0° C., neutralized by adding a saturated solution of sodium carbonate and extracted seven times with 150 mL of 15% MeOH/MC. The resulting organic layer was dried with anhydrous sodium sulfate, filtered...